From a dataset of the Open Reaction Database (ORD), a public repository of structured organic reaction records. describe an organic reaction: reactants, conditions, products, and yield Starting materials: NC(=O)CCC(=O)NBr, CCCCCn1c(=O)n(C)c(=O)c2[nH]cnc21, CN(C)C=O. Yields the product CCCCCn1c(=O)n(C)c(=O)c2[nH]c(Br)nc21. Reaction SMILES: [Br:18][NH:19][C:20](=[O:21])[CH2:22][CH2:23][C:24]([NH2:25])=[O:26].[CH3:1][n:2]1[c:3](=[O:17])[n:4]([CH2:12][CH2:13][CH2:14][CH2:15][CH3:16])[c:5]2[n:6][cH:7][nH:8][c:9]2[c:10]1=[O:11].[O:27]=[CH:28][N:29]([CH3:30])[CH3:31]>>[CH3:1][n:2]1[c:3](=[O:17])[n:4]([CH2:12][CH2:13][CH2:14][CH2:15][CH3:16])[c:5]2[n:6][c:7]([Br:18])[nH:8][c:9]2[c:10]1=[O:11]. Starting materials: Cl (hydrochloric acid), O=C1C(CC2=CC(=C(C(=C12)Cl)Cl)OCC(=O)O)C(C)C ((1-oxo-2-isopropyl-6,7-dichloro-5-indanyloxy)acetic acid), [OH-].[Na+] (sodium hydroxide), C=O (formaldehyde). Run in O (water). Conditions: time 2 day. The product is O=C1C(CC2=CC(=C(C(=C12)Cl)Cl)OCC(=O)O)(C(C)C)CO ((1-Oxo-2-hydroxymethyl-2-isopropyl-6,7-dichloro-5-indanyloxy)acetic Acid). Reaction SMILES: [O:1]=[C:2]1[C:10]2[C:5](=[CH:6][C:7]([O:13][CH2:14][C:15]([OH:17])=[O:16])=[C:8]([Cl:12])[C:9]=2[Cl:11])[CH2:4][CH:3]1[CH:18]([CH3:20])[CH3:19].[OH-:21].[Na+].[CH2:23]=O.Cl>O>[O:1]=[C:2]1[C:10]2[C:5](=[CH:6][C:7]([O:13][CH2:14][C:15]([OH:17])=[O:16])=[C:8]([Cl:12])[C:9]=2[Cl:11])[CH2:4][C:3]1([CH2:23][OH:21])[CH:18]([CH3:20])[CH3:19] |f:1.2|. Procedure: To a solution of (1-oxo-2-isopropyl-6,7-dichloro-5-indanyloxy)acetic acid (3.17 g., 0.01 mole) and sodium hydroxide (0.5 g., 0.0125 mole) in water (90 ml.) is added aqueous formaldehyde (1 ml., 0.012 mole). The resulting solution is stirred at 20°-25° C. for 41/2 days and acidified with hydrochloric acid. There is obtained 2.5 g. of (1-oxo-2-hydroxymethyl-2-isopropyl-6,7-dichloro-5-indanyloxy)acetic acid which melts at 200°-202° C. after recrystallization from ethanol-water. Reactants: C(C)(C)(C)OC(NC1CCN(CC1)C1=NC=NC=C1)=O ((1-pyrimidin-4-yl-piperidin-4-yl)-carbamic acid tert-butyl ester), Cl (HCl). Solvent: [OH-].[Na+] (NaOH), ClCCl (dichloromethane). Run at time 4 hour. The product is N1=CN=C(C=C1)N1CCC(CC1)N (1-(Pyrimidin-4-yl)piperidin-4-amine). Yield: 79.9%. Reaction SMILES: C(OC(=O)[NH:7][CH:8]1[CH2:13][CH2:12][N:11]([C:14]2[CH:19]=[CH:18][N:17]=[CH:16][N:15]=2)[CH2:10][CH2:9]1)(C)(C)C.Cl>ClCCl.[OH-].[Na+]>[N:17]1[CH:18]=[CH:19][C:14]([N:11]2[CH2:10][CH2:9][CH:8]([NH2:7])[CH2:13][CH2:12]2)=[N:15][CH:16]=1 |f:3.4|. Reported procedure: To a solution (1-pyrimidin-4-yl-piperidin-4-yl)-carbamic acid tert-butyl ester (1.00 g, 3.59 mmol) in dichloromethane (16 mL) was added HCl (2 M in diethylether, 8.98 mL, 18.0 mmol) and the reaction mixture was stirred at room temperature for 4 hours. The mixture was then diluted with NaOH (2 N) at 0° C. and extracted with dichloromethane. The combined organic extracts were then dried over sodium sulfate and filtered to afford the title compound (511 mg, 80%) as a light yellow solid. Reactants: O=Cc1cscc1Br, CC#N, [O-][Cl+][O-], [Na+], [Na+], [Na+], [OH-], O, OO, O=P([O-])(O)O. Product: O=C(O)c1cscc1Br. Reaction SMILES: [Br:1][c:2]1[c:3]([CH:7]=[O:8])[cH:4][s:5][cH:6]1.[CH3:21][C:22]#[N:23].[Cl+:15]([O-:16])[O-:17].[Na+:14].[Na+:18].[Na+:20].[OH-:19].[OH2:24].[OH:25][OH:26].[P:9](=[O:10])([O-:11])([OH:12])[OH:13]>>[Br:1][c:2]1[c:3]([C:7](=[O:8])[OH:10])[cH:4][s:5][cH:6]1.